This data is from the Open Reaction Database (ORD), a public repository of structured organic reaction records. The task is: describe an organic reaction: reactants, conditions, products, and yield The reactants are COC(=O)C1=NNC=C1[N+](=O)[O-] (4-nitro-1H-pyrazole-3-carboxylic acid methyl ester), C([O-])([O-])=O.[Cs+].[Cs+] (cesium carbonate), BrCCC1=CC=CC=C1 ((2-bromoethyl)benzene). The solvent is CN(C=O)C (N,N-dimethylformamide). Yields the product COC(=O)C1=NN(C=C1[N+](=O)[O-])CCC1=CC=CC=C1 (4-nitro-1-phenethyl-1H-pyrazole-3-carboxylic acid methyl ester), compound. Isolated yield 31.2%. Reaction SMILES: [CH3:1][O:2][C:3]([C:5]1[C:9]([N+:10]([O-:12])=[O:11])=[CH:8][NH:7][N:6]=1)=[O:4].C(=O)([O-])[O-].[Cs+].[Cs+].Br[CH2:20][CH2:21][C:22]1[CH:27]=[CH:26][CH:25]=[CH:24][CH:23]=1>CN(C)C=O>[CH3:1][O:2][C:3]([C:5]1[C:9]([N+:10]([O-:12])=[O:11])=[CH:8][N:7]([CH2:20][CH2:21][C:22]2[CH:27]=[CH:26][CH:25]=[CH:24][CH:23]=2)[N:6]=1)=[O:4] |f:1.2.3|. Reported procedure: 430 mg (2.5 mM) of 4-nitro-1H-pyrazole-3-carboxylic acid methyl ester was dissolved in 4 ml of N,N-dimethylformamide, to which 0.41 ml (3 mM) of (2-bromoethyl)benzene and 1.6 g (5.0 mM) of cesium carbonate were added dropwise, and the mixture was stirred under a nitrogen atmosphere for a day. The solvent was distilled off under reduced pressure, and the resultant was extracted with ethyl acetate and brine. The organic solvent layer was dried over anhydrous sodium sulfate, filtered, and then dist... Reactants: Cc1cc(N2CCNCC2)nc2c1c(=O)cc(Nc1ccccc1)n2-c1ccccc1, CCC(=O)O, CCN=C=NCCCN(C)C, CN(C)c1ccncc1, ClCCl, O. Product: CCC(=O)N1CCN(c2cc(C)c3c(=O)cc(Nc4ccccc4)n(-c4ccccc4)c3n2)CC1. As a reaction SMILES: [CH3:1][c:2]1[c:3]2[c:4](=[O:31])[cH:5][c:6]([NH:24][c:25]3[cH:26][cH:27][cH:28][cH:29][cH:30]3)[n:7](-[c:18]3[cH:19][cH:20][cH:21][cH:22][cH:23]3)[c:8]2[n:9][c:10]([N:12]2[CH2:13][CH2:14][NH:15][CH2:16][CH2:17]2)[cH:11]1.[CH3:32][CH2:33][C:34]([OH:35])=[O:36].[CH3:37][CH2:38][N:39]=[C:40]=[N:41][CH2:42][CH2:43][CH2:44][N:45]([CH3:46])[CH3:47].[CH3:48][N:49]([c:50]1[cH:51][cH:52][n:53][cH:54][cH:55]1)[CH3:56].[Cl:57][CH2:58][Cl:59].[OH2:60]>>[CH3:1][c:2]1[c:3]2[c:4](=[O:31])[cH:5][c:6]([NH:24][c:25]3[cH:26][cH:27][cH:28][cH:29][cH:30]3)[n:7](-[c:18]3[cH:19][cH:20][cH:21][cH:22][cH:23]3)[c:8]2[n:9][c:10]([N:12]2[CH2:13][CH2:14][N:15]([C:34]([CH2:33][CH3:32])=[O:35])[CH2:16][CH2:17]2)[cH:11]1. Reactants: CN(C)CCC(=O)O, CCCCN(CCCC)CCCC, C[n+]1ccccc1Cl, ClCCl, Cl, [I-], Nc1cncc(Br)c1. Yields the product CN(C)CCC(=O)Nc1cncc(Br)c1. Reaction SMILES: [CH3:10][N:11]([CH2:12][CH2:13][C:14](=[O:15])[OH:16])[CH3:17].[CH3:18][CH2:19][CH2:20][CH2:21][N:22]([CH2:23][CH2:24][CH2:25][CH3:26])[CH2:27][CH2:28][CH2:29][CH3:30].[Cl:32][c:33]1[cH:34][cH:35][cH:36][cH:37][n+:38]1[CH3:39].[Cl:40][CH2:41][Cl:42].[ClH:9].[I-:31].[NH2:1][c:2]1[cH:3][n:4][cH:5][c:6]([Br:8])[cH:7]1>>[NH:1]([c:2]1[cH:3][n:4][cH:5][c:6]([Br:8])[cH:7]1)[C:14]([CH2:13][CH2:12][N:11]([CH3:10])[CH3:17])=[O:15].